describe an organic reaction: reactants, conditions, products, and yield From a dataset of the Open Reaction Database (ORD), a public repository of structured organic reaction records. Starting materials: COC(=O)C(=O)c1ccc(OCc2ccccc2)cc1, CO, [Na+], [OH-]. Product: O=C(O)C(=O)c1ccc(OCc2ccccc2)cc1. RXN SMILES: [CH3:1][O:2][C:3]([C:4]([c:5]1[cH:6][cH:7][c:8]([O:11][CH2:12][c:13]2[cH:14][cH:15][cH:16][cH:17][cH:18]2)[cH:9][cH:10]1)=[O:19])=[O:20].[CH3:23][OH:24].[Na+:22].[OH-:21]>>[O:2]=[C:3]([C:4]([c:5]1[cH:6][cH:7][c:8]([O:11][CH2:12][c:13]2[cH:14][cH:15][cH:16][cH:17][cH:18]2)[cH:9][cH:10]1)=[O:19])[OH:20]. Reactants: CN(C)CCO, CN(C)C=O, Fc1ccc(-c2cc3ccccc3nc2Cl)cc1, [H-], [H][H], [Na+]. Product: CN(C)CCOc1nc2ccccc2cc1-c1ccc(F)cc1, Cl. As a reaction SMILES: [CH3:1][N:2]([CH2:3][CH2:4][OH:5])[CH3:6].[CH3:29][N:30]([CH3:31])[CH:32]=[O:33].[Cl:11][c:12]1[n:13][c:14]2[cH:15][cH:16][cH:17][cH:18][c:19]2[cH:20][c:21]1-[c:22]1[cH:23][cH:24][c:25]([F:28])[cH:26][cH:27]1.[H-:7].[H:9][H:10].[Na+:8]>>[CH3:1][N:2]([CH2:3][CH2:4][O:5][c:12]1[n:13][c:14]2[cH:15][cH:16][cH:17][cH:18][c:19]2[cH:20][c:21]1-[c:22]1[cH:23][cH:24][c:25]([F:28])[cH:26][cH:27]1)[CH3:6].[ClH:11]. Starting materials: B, O=C(O)Cc1cc(Br)cc(Br)c1, C1CCOC1, C1CCOC1. The product is OCCc1cc(Br)cc(Br)c1. As a reaction SMILES: [BH3:18].[Br:1][c:2]1[cH:3][c:4]([CH2:9][C:10](=[O:11])[OH:12])[cH:5][c:6]([Br:8])[cH:7]1.[O:13]1[CH2:14][CH2:15][CH2:16][CH2:17]1.[O:19]1[CH2:20][CH2:21][CH2:22][CH2:23]1>>[Br:1][c:2]1[cH:3][c:4]([CH2:9][CH2:10][OH:11])[cH:5][c:6]([Br:8])[cH:7]1. The reactants are B(Br)(Br)Br (Boron tribromide), Cl.NC1=C2C(=NC=N1)N(N=C2C2=CC(=CC(=C2)OC)F)C(C)C=2OC(C1=CC=CC=C1C2C=2CC(NC(C2)(C)C)(C)C)=O (3-(1-(4-amino-3-(3-fluoro-5-methoxyphenyl)-1H-pyrazolo[3,4-d]pyrimidin-1-yl)ethyl)-4-(2,2,6,6-tetramethyl-1,2,3,6-tetrahydropyridin-4-yl)-1H-isochromen-1-one hydrochloride), CCO (EtOH). Run in C(Cl)Cl (DCM), C(Cl)Cl (DCM), C(=O)O (HCOOH), O.CC#N (water MeCN), C(=O)O (HCOOH), O.CC#N (water MeCN). Reaction conditions: time 16 hour. Yields the product Cl.NC1=C2C(=NC=N1)N(N=C2C2=CC(=CC(=C2)O)F)C(C)C=2OC(C1=CC=CC=C1C2C=2CC(NC(C2)(C)C)(C)C)=O (3-(1-(4-amino-3-(3-fluoro-5-hydroxyphenyl)-1H-pyrazolo[3,4-d]pyrimidin-1-yl)ethyl)-4-(2,2,6,6-tetramethyl-1,2,3,6-tetrahydropyridin-4-yl)-1H-isochromen-1-one hydrochloride). Isolated yield 76.1%. RXN SMILES: B(Br)(Br)Br.[ClH:5].[NH2:6][C:7]1[N:12]=[CH:11][N:10]=[C:9]2[N:13]([CH:25]([C:27]3[O:28][C:29](=[O:47])[C:30]4[C:35]([C:36]=3[C:37]3[CH2:38][C:39]([CH3:46])([CH3:45])[NH:40][C:41]([CH3:44])([CH3:43])[CH:42]=3)=[CH:34][CH:33]=[CH:32][CH:31]=4)[CH3:26])[N:14]=[C:15]([C:16]3[CH:21]=[C:20]([O:22]C)[CH:19]=[C:18]([F:24])[CH:17]=3)[C:8]=12.CCO>C(Cl)Cl.C(O)=O.O.CC#N>[ClH:5].[NH2:6][C:7]1[N:12]=[CH:11][N:10]=[C:9]2[N:13]([CH:25]([C:27]3[O:28][C:29](=[O:47])[C:30]4[C:35]([C:36]=3[C:37]3[CH2:38][C:39]([CH3:46])([CH3:45])[NH:40][C:41]([CH3:44])([CH3:43])[CH:42]=3)=[CH:34][CH:33]=[CH:32][CH:31]=4)[CH3:26])[N:14]=[C:15]([C:16]3[CH:21]=[C:20]([OH:22])[CH:19]=[C:18]([F:24])[CH:17]=3)[C:8]=12 |f:1.2,6.7,8.9|. Reported procedure: 1M Boron tribromide in DCM (2.1 ml, 2.100 mmol) was added to a solution of 3-(1-(4-amino-3-(3-fluoro-5-methoxyphenyl)-1H-pyrazolo[3,4-d]pyrimidin-1-yl)ethyl)-4-(2,2,6,6-tetramethyl-1,2,3,6-tetrahydropyridin-4-yl)-1H-isochromen-1-one hydrochloride (226 mg, 0.373 mmol) in DCM (12 ml) and the resulting mixture was stirred at rt for 16 hrs. The suspension was slowly added at 0° C. to EtOH. The resulting mixture was concentrated under reduced pressure. Purification by RP-flash chromatography (Biotage... Starting materials: CC(=O)Nc1nc(CCc2ccc(NC(NC(=O)OC(C)(C)C)NC(=O)OC(C)(C)C)cc2)cs1, CO, CCOC(C)=O, O=C1CCC(=O)N1Cl, C1CCOC1. Yields the product CC(=O)Nc1nc(CCc2ccc(NC(NC(=O)OC(C)(C)C)NC(=O)OC(C)(C)C)cc2)c(Cl)s1. Reaction SMILES: [C:1]([CH3:2])(=[O:3])[NH:4][c:5]1[s:6][cH:7][c:8]([CH2:10][CH2:11][c:12]2[cH:13][cH:14][c:15]([NH:18][CH:19]([NH:20][C:21]([O:22][C:23]([CH3:24])([CH3:25])[CH3:26])=[O:27])[NH:28][C:29]([O:30][C:31]([CH3:32])([CH3:33])[CH3:34])=[O:35])[cH:16][cH:17]2)[n:9]1.[CH3:49][OH:50].[CH3:51][CH2:52][O:53][C:54](=[O:55])[CH3:56].[Cl:41][N:42]1[C:43](=[O:44])[CH2:45][CH2:46][C:47]1=[O:48].[O:36]1[CH2:37][CH2:38][CH2:39][CH2:40]1>>[C:1]([CH3:2])(=[O:3])[NH:4][c:5]1[s:6][c:7]([Cl:41])[c:8]([CH2:10][CH2:11][c:12]2[cH:13][cH:14][c:15]([NH:18][CH:19]([NH:20][C:21]([O:22][C:23]([CH3:24])([CH3:25])[CH3:26])=[O:27])[NH:28][C:29]([O:30][C:31]([CH3:32])([CH3:33])[CH3:34])=[O:35])[cH:16][cH:17]2)[n:9]1. The reactants are O=[O+][O-] (Ozone), CC1=CC(CCC1)=O (3-methyl-2-cyclohexenone), OO (hydrogen peroxide), [OH-].[Na+] (NaOH). Reagents/catalysts: CCCCCCCC[N+](C)(CCCCCCCC)CCCCCCCC.[Cl-] (Adogen 464). Reaction conditions: temperature -20 celsius, time 1 hour. Yields the product O=C(CCCC(=O)O)C (5-keto-hexanoic acid). Yield: 48.0%. RXN SMILES: [O:1]=[O+][O-].C[C:5]1[CH2:10][CH2:9][CH2:8][C:7](=[O:11])[CH:6]=1.OO.[OH-:14].[Na+]>CCCCCCCC[N+](CCCCCCCC)(CCCCCCCC)C.[Cl-]>[O:14]=[C:5]([CH3:6])[CH2:10][CH2:9][CH2:8][C:7]([OH:11])=[O:1] |f:3.4,5.6|. Procedure details: Ozone was passed through a solution of 2.0 gms of 3-methyl-2-cyclohexenone at -78° C. for 30 minutes. The mixture was warmed to -20° C. and treated with a solution of 3.0 g of 30% hydrogen peroxide in 3.0 g of 50% NaOH. A drop of Adogen 464 was added and the two phase mixture was stirred vigorously for 1 hour. The aqueous phase was separated and acidified then extracted with ether. Removal of the ether afforded 1.12 g (48%) of 5-keto-hexanoic acid. The identity of the acid was confirmed by compa... Reactants: BrC1=CC=C(C#N)C=C1 (4-bromobenzonitrile), C1(=CC=CC=C1)NC1=CC=CC=C1 (diphenylamine), C(C)(C)(C)P(C(C)(C)C)C(C)(C)C (tri-t-butylphosphine). The reagents and catalysts are C=1C=CC(=CC1)/C=C/C(=O)/C=C/C2=CC=CC=C2.C=1C=CC(=CC1)/C=C/C(=O)/C=C/C2=CC=CC=C2.[Pd] (Pd(dba)2). Run in C1(=CC=CC=C1)C (toluene). Conditions: time 1 hour. Product: C(#N)C1=CC=C(C=C1)N(C1=CC=CC=C1)C1=CC=CC=C1 (N-(4-cyanophenyl)diphenylamine). The yield is 97.3%. Reaction SMILES: Br[C:2]1[CH:9]=[CH:8][C:5]([C:6]#[N:7])=[CH:4][CH:3]=1.[C:10]1([NH:16][C:17]2[CH:22]=[CH:21][CH:20]=[CH:19][CH:18]=2)[CH:15]=[CH:14][CH:13]=[CH:12][CH:11]=1.C(P(C(C)(C)C)C(C)(C)C)(C)(C)C>C1(C)C=CC=CC=1.C1C=CC(/C=C/C(/C=C/C2C=CC=CC=2)=O)=CC=1.C1C=CC(/C=C/C(/C=C/C2C=CC=CC=2)=O)=CC=1.[Pd]>[C:6]([C:5]1[CH:8]=[CH:9][C:2]([N:16]([C:17]2[CH:18]=[CH:19][CH:20]=[CH:21][CH:22]=2)[C:10]2[CH:15]=[CH:14][CH:13]=[CH:12][CH:11]=2)=[CH:3][CH:4]=1)#[N:7] |f:4.5.6|. Procedure details: The above general procedure was followed using 4-bromobenzonitrile (188 mg, 1.03 mmol) and diphenylamine (169 mg, 1.00 mmol) with 1 mol % Pd(dba)2 and 0.8 mol % tri-t-butylphosphine in 1.5 mL of toluene. After one hour, the reaction mixture was adsorbed onto silica gel and chromatographed with 50% toluene/hexanes to give 263 mg (97%) of N-(4-cyanophenyl)diphenylamine as a white solid. 1H NMR (500 MHz, C6D6) δ 6.97 (t, J=8 Hz, 4H), 6.92 (d, J=8.9 Hz, 2H), 6.86-6.83 (m, 6H), 6.56 (d, J=8.7 Hz, 2H)... Starting materials: O=C([O-])[O-], COCc1ccccc1[N+](=O)[O-], CO, [Na+], [Na+], [Na+], [OH-], O. Product: COCc1ccccc1N. As a reaction SMILES: [C:2](=[O:3])([O-:4])[O-:5].[CH3:10][O:11][CH2:12][c:13]1[c:14]([N+:19]([O-:20])=[O:21])[cH:15][cH:16][cH:17][cH:18]1.[CH3:22][OH:23].[Na+:6].[Na+:7].[Na+:9].[OH-:8].[OH2:1]>>[CH3:10][O:11][CH2:12][c:13]1[c:14]([NH2:19])[cH:15][cH:16][cH:17][cH:18]1. Starting materials: ClC=1C=C2C(=NC1)SC(N2CC(=O)OC)=O (6-chloro-1-methoxycarbonylmethyl-2-oxo-1,2-dihydrothiazolo[5,4-b]pyridine), CN1CCNCC1 (N-methyl-piperazine). Reaction conditions: temperature 130 celsius. Yields the product ClC=1C=C2C(=NC1)SC(N2CC(=O)N2CCN(CC2)C)=O (6-chloro-2-oxo-1-[(4-methyl-1-piperazinyl)carbonylmethyl]-1,2-dihydrothiazolo[5,4-b]pyridine). The yield is 15.8%. RXN SMILES: [Cl:1][C:2]1[CH:3]=[C:4]2[N:10]([CH2:11][C:12]([O:14]C)=O)[C:9](=[O:16])[S:8][C:5]2=[N:6][CH:7]=1.[CH3:17][N:18]1[CH2:23][CH2:22][NH:21][CH2:20][CH2:19]1>>[Cl:1][C:2]1[CH:3]=[C:4]2[N:10]([CH2:11][C:12]([N:21]3[CH2:22][CH2:23][N:18]([CH3:17])[CH2:19][CH2:20]3)=[O:14])[C:9](=[O:16])[S:8][C:5]2=[N:6][CH:7]=1. Procedure: A mixture of 6-chloro-1-methoxycarbonylmethyl-2-oxo-1,2-dihydrothiazolo[5,4-b]pyridine (2.0 g) and N-methyl-piperazine (1.6 g) was heated at 130° C. for 15 min. After cooling, the mixture was purified on a silica gel column chromatography using a mixture of chloroform and methanol (10:1). The desired fractions containing the objective compound were collected and evaporated. The crude crystals obtained were recrystallized from a mixture of chloroform and diethyl ether to give 6-chloro-2-oxo-1-[(4... Starting materials: [H-].[Al+3].[Li+].[H-].[H-].[H-] (lithium aluminium hydride), COC1CCC(CC1)C(=O)OC (methyl 4-methoxycyclohexanecarboxylate). Solvent: C(C)(C)(C)OC (methyl tert-butyl ether), C(C)(C)(C)OC (methyl tert-butyl ether). Conditions: temperature 40 celsius, time 6 hour. Product: COC1CCC(CC1)CO ((4-Methoxycyclohexyl)methanol). Reaction SMILES: [H-].[Al+3].[Li+].[H-].[H-].[H-].[CH3:7][O:8][CH:9]1[CH2:14][CH2:13][CH:12]([C:15](OC)=[O:16])[CH2:11][CH2:10]1>C(OC)(C)(C)C>[CH3:7][O:8][CH:9]1[CH2:14][CH2:13][CH:12]([CH2:15][OH:16])[CH2:11][CH2:10]1 |f:0.1.2.3.4.5|. Reported procedure: 13.7 ml (27.5 mmol) of lithium aluminium hydride solution (2M in THF) was diluted with 82 ml of methyl tert-butyl ether, and a solution of 4.30 g (25.0 mmol) of methyl 4-methoxycyclohexanecarboxylate (cis/trans isomer mixture) in 82 ml of methyl tert-butyl ether was then added dropwise. The reaction solution was stirred at 40° C. for another 6 h and the reaction was then terminated by addition of 10 ml of water and 10 ml of aqueous 10% strength potassium hydroxide solution. The organic phase was...